Dataset: the Open Reaction Database (ORD), a public repository of structured organic reaction records. Task: describe an organic reaction: reactants, conditions, products, and yield Reactants: C(C1=CC=CC=C1)N (benzylamine), C(CC1=CC=CC=C1)N (phenethylamine), CSC1=NC(=NC(N1)=O)C1=CC=NC=C1 (6-Methylsulfanyl-4-pyridin-4-yl-1H-[1,3,5]triazin-2-one). The product is CN1C(N=C(N=C1SC)C1=CC=NC=C1)=O (1-Methyl-6-methylsulfanyl-4-pyridin-4-yl-1H-[1,3,5]triazin-2-one). As a reaction SMILES: [CH2:1](N)C1C=CC=CC=1.C(N)CC1C=CC=CC=1.[CH3:18][S:19][C:20]1[NH:25][C:24](=[O:26])[N:23]=[C:22]([C:27]2[CH:32]=[CH:31][N:30]=[CH:29][CH:28]=2)[N:21]=1>>[CH3:1][N:25]1[C:20]([S:19][CH3:18])=[N:21][C:22]([C:27]2[CH:32]=[CH:31][N:30]=[CH:29][CH:28]=2)=[N:23][C:24]1=[O:26]. Reported procedure: By analogy with the method described in example 1 (step 1.2), using benzylamine (commercially available) in place of phenethylamine and 6-Methylsulfanyl-4-pyridin-4-yl-1H-[1,3,5]triazin-2-one (synthesis as described in U.S. Pat. No. 4,406,897) in place of 1-Methyl-6-methylsulfanyl-4-pyridin-4-yl-1H-[1,3,5]triazin-2-one, to afford the product which was transformed into the hyrdochloride salt in the usual manner to give 0.15 g (47%) of a white solid.